Dataset: the Open Reaction Database (ORD), a public repository of structured organic reaction records. Task: describe an organic reaction: reactants, conditions, products, and yield Reactants: CN1N=CC(=C1OC1=CC=CC=C1)C(=O)O (1-Methyl-5-phenoxy-1H-pyrazole-4-carboxylic acid), CC(C)(C)O (t-BuOH), CCN(C(C)C)C(C)C (DIPEA), C1(=CC=CC=C1)P(=O)(C1=CC=CC=C1)N=[N+]=[N-] (Diphenylphosphoryl azide). Run in O1CCOCC1 (1,4-dioxane). Reaction conditions: temperature 110 celsius, time 3 hour. Product: CN1N=CC(=C1OC1=CC=CC=C1)N (1-Methyl-5-phenoxy-1H-pyrazol-4-ylamine). As a reaction SMILES: [CH3:1][N:2]1[C:6]([O:7][C:8]2[CH:13]=[CH:12][CH:11]=[CH:10][CH:9]=2)=[C:5](C(O)=O)[CH:4]=[N:3]1.CC(O)(C)C.CC[N:24](C(C)C)C(C)C.C1(P(N=[N+]=[N-])(C2C=CC=CC=2)=O)C=CC=CC=1>O1CCOCC1>[CH3:1][N:2]1[C:6]([O:7][C:8]2[CH:13]=[CH:12][CH:11]=[CH:10][CH:9]=2)=[C:5]([NH2:24])[CH:4]=[N:3]1. Procedure: To a stirred mixture of 1-Methyl-5-phenoxy-1H-pyrazole-4-carboxylic acid (16.00 g; 73.32 mmol), t-BuOH (51.20 g; 690.77 mmol) in 1,4-dioxane under argon was added DIPEA (37.44 g; 289.69 mmol) and Diphenylphosphoryl azide (41.60 g; 151.16 mmol). After 10 minutes at ambient temperature it was heated up to 110° C. and stirred there for 3 hours. The solvent was evaporated and the crude material purified by column chromatography. This compound was dissolved in DCM and treated with 4 M HCl in 1,4-diox... Starting materials: ClC1=NC(=CC=C1[N+](=O)[O-])Cl (2,6-dichloro-3-nitropyridine), C(C)(C)N(C(C)C)CC (N,N-diisopropylethylamine), C(C)(=O)NCCN (N-acetylethylenediamine). The solvent is C1CCOC1 (THF). Reaction conditions: temperature -78 celsius, time 30 minute. Yields the product ClC1=CC=C(C(=N1)NCCNC(C)=O)[N+](=O)[O-] (N-(2-(6-chloro-3-nitropyridin-2-ylamino)ethyl)acetamide). RXN SMILES: Cl[C:2]1[C:7]([N+:8]([O-:10])=[O:9])=[CH:6][CH:5]=[C:4]([Cl:11])[N:3]=1.C(N(CC)C(C)C)(C)C.[C:21]([NH:24][CH2:25][CH2:26][NH2:27])(=[O:23])[CH3:22]>C1COCC1>[Cl:11][C:4]1[N:3]=[C:2]([NH:27][CH2:26][CH2:25][NH:24][C:21](=[O:23])[CH3:22])[C:7]([N+:8]([O-:10])=[O:9])=[CH:6][CH:5]=1. Reported procedure: To a solution of 3.0 g (15.5 mmol) 2,6-dichloro-3-nitropyridine in 50 mL of THF at −78° C. under Ar atmosphere was added 2.7 mL (15.5 mmol) of N,N-diisopropylethylamine followed by 1.6 mL (15.5 mmol) of N-acetylethylenediamine. The mixture was stirred at −78° C. for 30 min, allowed to warm to room temperature, and stirred for 72 hours. The solvent was removed in vacuo and the residue was purified by flash chromatography eluting with MeOH/dichloromethane gradient (1→10%) to provide N-(2-(6-chloro... The reactants are C(#N)C1=CC=2N(C=C1)C(=CN2)C(=O)OCC (ethyl 7-cyanoimidazo[1,2-a]pyridine-3-carboxylate), [Li+].[OH-] (LiOH). The solvent is C1CCOC1.CCO.O (THF EtOH water). Reaction conditions: time 8 hour. Yields the product C(#N)C1=CC=2N(C=C1)C(=CN2)C(=O)O (7-cyanoimidazo[1,2-a]pyridine-3-carboxylic Acid). Isolated yield 83.2%. Reaction SMILES: [C:1]([C:3]1[CH:8]=[CH:7][N:6]2[C:9]([C:12]([O:14]CC)=[O:13])=[CH:10][N:11]=[C:5]2[CH:4]=1)#[N:2].[Li+].[OH-]>C1COCC1.CCO.O>[C:1]([C:3]1[CH:8]=[CH:7][N:6]2[C:9]([C:12]([OH:14])=[O:13])=[CH:10][N:11]=[C:5]2[CH:4]=1)#[N:2] |f:1.2,3.4.5|. Procedure details: To a mixture of ethyl 7-cyanoimidazo[1,2-a]pyridine-3-carboxylate (2.23 g, 10.4 mmol) in 100 mL of THF:EtOH:water (1:2:1) was added LiOH (0.248 g, 10.4 mmol). The reaction mixture was stirred at ambient temperature overnight. The reaction was concentrated and diluted with water, cooled in an ice bath and acidified to pH=3 with 1 M HCl producing a white precipitate. The precipitate was removed by vacuum filtration and dried under vacuum with a methanol azeotrope providing 1.62 g of the title comp...